From a dataset of the Open Reaction Database (ORD), a public repository of structured organic reaction records. describe an organic reaction: reactants, conditions, products, and yield Starting materials: C(=O)C1=CC=2C3=NN(CC=C3C=CC2C=C1)C=O (2,9-Bisformyl-9,10-phenanthroline), C(C)O (ethanol), CN(C)C=O (DMF), CC(=O)C (acetone), [BH4-].[Na+] (NaBH4). Run at temperature 30 celsius, time 6 hour. Product: OCC1=NC2=C3N=C(C=CC3=CC=C2C=C1)CO (2.9-Bis(hydroxymethyl)-1,10-phenanthroline). Reaction SMILES: [CH:1]([C:3]1[CH:16]=[CH:15][C:14]2[CH:13]=[CH:12][C:11]3[C:6](=[N:7]N(C=O)[CH2:9][CH:10]=3)[C:5]=2C=1)=[O:2].[CH2:19]([OH:21])[CH3:20].[BH4-].[Na+].CC(C)=O.C[N:29](C=O)C>>[OH:21][CH2:19][C:20]1[CH:9]=[CH:10][C:11]2[C:6](=[C:5]3[C:14](=[CH:13][CH:12]=2)[CH:15]=[CH:16][C:3]([CH2:1][OH:2])=[N:29]3)[N:7]=1 |f:2.3|. Procedure details: To a mixture of 2.0 g of dialdehyde 26 in 40 mL of DMF and 5 Ml of ethanol was added 800 mg of NaBH4. The solution was stirred 6 hours at 30° C. then 5 mL of acetone was added. The solvent was removed under vacuum and the residue recrystallized from 50 mL of H2O to yield 1.7 g of diol (27). 1H NMR (DMSO-d6) 4.7 (s, 4H); 5.45 (broad s, 2H); 7.6 (ABq, 2H); 7.7 (s, 2H); 8.25 (ABq, 2H). The reactants are CCOC(=O)c1cn(C(C)CN(C)C(=O)OC(C)(C)C)c2c(F)c(C3(NC(=O)OCc4ccccc4)CC3)c(F)cc2c1=O, CCOC(C)=O, [Na+], O, O=C(O)C(F)(F)F, O=C([O-])O. Product: CCOC(=O)c1cn(C(C)CNC)c2c(F)c(C3(NC(=O)OCc4ccccc4)CC3)c(F)cc2c1=O. Reaction SMILES: [CH2:8]([c:9]1[cH:10][cH:11][cH:12][cH:13][cH:14]1)[O:15][C:16](=[O:17])[NH:18][C:19]1([c:22]2[c:23]([F:51])[cH:24][c:25]3[c:26](=[O:50])[c:27]([C:45](=[O:46])[O:47][CH2:48][CH3:49])[cH:28][n:29]([CH:33]([CH2:34][N:35]([CH3:36])[C:37]([O:38][C:39]([CH3:40])([CH3:41])[CH3:42])=[O:43])[CH3:44])[c:30]3[c:31]2[F:32])[CH2:20][CH2:21]1.[CH3:52][CH2:53][O:54][C:55](=[O:56])[CH3:57].[Na+:58].[OH2:63].[OH:1][C:2]([C:3]([F:4])([F:5])[F:6])=[O:7].[OH:59][C:60](=[O:61])[O-:62]>>[CH2:8]([c:9]1[cH:10][cH:11][cH:12][cH:13][cH:14]1)[O:15][C:16](=[O:17])[NH:18][C:19]1([c:22]2[c:23]([F:51])[cH:24][c:25]3[c:26](=[O:50])[c:27]([C:45](=[O:46])[O:47][CH2:48][CH3:49])[cH:28][n:29]([CH:33]([CH2:34][NH:35][CH3:36])[CH3:44])[c:30]3[c:31]2[F:32])[CH2:20][CH2:21]1. Reactants: COCCOC, NCc1ccc(C(F)(F)F)cc1, CS(=O)c1nc(N)nc(-c2ccco2)c1C#N. Product: N#Cc1c(NCc2ccc(C(F)(F)F)cc2)nc(N)nc1-c1ccco1. RXN SMILES: [CH3:30][O:31][CH2:32][CH2:33][O:34][CH3:35].[F:18][C:19]([c:20]1[cH:21][cH:22][c:23]([CH2:24][NH2:25])[cH:26][cH:27]1)([F:28])[F:29].[NH2:1][c:2]1[n:3][c:4]([S:15]([CH3:16])=[O:17])[c:5]([C:13]#[N:14])[c:6](-[c:8]2[o:9][cH:10][cH:11][cH:12]2)[n:7]1>>[NH2:1][c:2]1[n:3][c:4]([NH:25][CH2:24][c:23]2[cH:22][cH:21][c:20]([C:19]([F:18])([F:28])[F:29])[cH:27][cH:26]2)[c:5]([C:13]#[N:14])[c:6](-[c:8]2[o:9][cH:10][cH:11][cH:12]2)[n:7]1. Reactants: BrC=1C=C(N)C=CC1 (3-bromoaniline), C(C)(C)(C)OC(=O)N1C(=CC=C1)B(O)O (N-tert-butyloxycarbonyl-2-pyrrole-boronic acid), C([O-])([O-])=O.[Na+].[Na+] (sodium carbonate). Reagents/catalysts: [Pd].C1(=CC=CC=C1)P(C1=CC=CC=C1)C1=CC=CC=C1.C1(=CC=CC=C1)P(C1=CC=CC=C1)C1=CC=CC=C1.C1(=CC=CC=C1)P(C1=CC=CC=C1)C1=CC=CC=C1.C1(=CC=CC=C1)P(C1=CC=CC=C1)C1=CC=CC=C1 (tetrakis-(triphenylphosphine) palladium). Solvent: O (water), COCCOC (DME), O (water). Yields the product NC=1C=C(C=CC1)C=1N(C=CC1)C(=O)OC(C)(C)C (2-(3-Aminophenyl)-1-(tert-butyloxycarbonyl)-pyrrole). Isolated yield 41.6%. RXN SMILES: Br[C:2]1[CH:3]=[C:4]([CH:6]=[CH:7][CH:8]=1)[NH2:5].[C:9]([O:13][C:14]([N:16]1[CH:20]=[CH:19][CH:18]=[C:17]1B(O)O)=[O:15])([CH3:12])([CH3:11])[CH3:10].C(=O)([O-])[O-].[Na+].[Na+]>COCCOC.O.[Pd].C1(P(C2C=CC=CC=2)C2C=CC=CC=2)C=CC=CC=1.C1(P(C2C=CC=CC=2)C2C=CC=CC=2)C=CC=CC=1.C1(P(C2C=CC=CC=2)C2C=CC=CC=2)C=CC=CC=1.C1(P(C2C=CC=CC=2)C2C=CC=CC=2)C=CC=CC=1>[NH2:5][C:4]1[CH:3]=[C:2]([C:17]2[N:16]([C:14]([O:13][C:9]([CH3:12])([CH3:11])[CH3:10])=[O:15])[CH:20]=[CH:19][CH:18]=2)[CH:8]=[CH:7][CH:6]=1 |f:2.3.4,7.8.9.10.11|. Procedure details: A mixture of 3-bromoaniline (0.48 g), N-tert-butyloxycarbonyl-2-pyrrole-boronic acid (0.6 g), sodium carbonate (0.91 g), tetrakis-(triphenylphosphine) palladium (1.3 g) in DME (30 mL) and water (5 mL) was heated under reflux under argon for 16 h. The reaction mixture was allowed to cool to room temperature and poured into water. It was then extracted with ethyl acetate. The organic layer was washed with brine, dried (sodium sulfate) and evaporated in vacuo. Repeated suction silica gel chromatogr...